The task is: describe an organic reaction: reactants, conditions, products, and yield. This data is from the Open Reaction Database (ORD), a public repository of structured organic reaction records. Reactants: CC1NCCC1 (2-methylpyrrolidine), ClCCCOC1=CC=C(C=C1)C=1OC(=C(N1)C)C(=O)N(CCC)CC1CC1 (2-[4-(3-chloropropoxy)phenyl]-N-(cyclopropylmethyl)-4-methyl-N-propyl-1,3-oxazole-5-carboxamide), C([O-])([O-])=O.[K+].[K+] (potassium carbonate), [I-].[Na+] (sodium iodide). The solvent is C(C)#N (acetonitrile). Conditions: time 20 hour. Product: C1(CC1)CN(C(=O)C1=C(N=C(O1)C1=CC=C(C=C1)OCCCN1C(CCC1)C)C)CCC (N-(cyclopropylmethyl)-4-methyl-2-{4-[3-(2-methylpyrrolidin-1-yl)propoxy]phenyl}-N-propyl-1,3-oxazole-5-carboxamide). The yield is 35.0%. RXN SMILES: [CH3:1][CH:2]1[CH2:6][CH2:5][CH2:4][NH:3]1.Cl[CH2:8][CH2:9][CH2:10][O:11][C:12]1[CH:17]=[CH:16][C:15]([C:18]2[O:19][C:20]([C:24]([N:26]([CH2:30][CH:31]3[CH2:33][CH2:32]3)[CH2:27][CH2:28][CH3:29])=[O:25])=[C:21]([CH3:23])[N:22]=2)=[CH:14][CH:13]=1.C(=O)([O-])[O-].[K+].[K+].[I-].[Na+]>C(#N)C>[CH:31]1([CH2:30][N:26]([CH2:27][CH2:28][CH3:29])[C:24]([C:20]2[O:19][C:18]([C:15]3[CH:14]=[CH:13][C:12]([O:11][CH2:10][CH2:9][CH2:8][N:3]4[CH2:4][CH2:5][CH2:6][CH:2]4[CH3:1])=[CH:17][CH:16]=3)=[N:22][C:21]=2[CH3:23])=[O:25])[CH2:33][CH2:32]1 |f:2.3.4,5.6|. Procedure: 2-methylpyrrolidine (0.24 ml, 2.46 mmol, 1.2 eq) is added to a solution of 2-[4-(3-chloropropoxy)phenyl]-N-(cyclopropylmethyl)-4-methyl-N-propyl-1,3-oxazole-5-carboxamide i44 (0.8 g, 2 mmol, 1 eq), potassium carbonate (0.55 g, 4 mmol, 2 eq) and a catalytic quantity of sodium iodide in refluxing acetonitrile (25 ml). After stirring for 20 h at reflux, the solvent is evaporated and the residue is taken up in ethyl acetate and washed two times with an aqueous solution of sodium hydrogenocarbonate. ... Product: CCOC(=O)c1nc(-c2ccccc2)sc1CCC1OCCO1. RXN SMILES: [Br-:1].[Br:10][c:11]1[c:12]([C:22](=[O:23])[O:24][CH2:25][CH3:26])[n:13][c:14](-[c:16]2[cH:17][cH:18][cH:19][cH:20][cH:21]2)[s:15]1.[CH2:32]1[O:33][CH2:34][CH2:35][CH2:36]1.[Na+:31].[O-:27][C:28]([OH:29])=[O:30].[O:2]1[CH:3]([CH2:7][CH2:8][Zn+:9])[O:4][CH2:5][CH2:6]1>>[O:2]1[CH:3]([CH2:7][CH2:8][c:11]2[c:12]([C:22](=[O:23])[O:24][CH2:25][CH3:26])[n:13][c:14](-[c:16]3[cH:17][cH:18][cH:19][cH:20][cH:21]3)[s:15]2)[O:4][CH2:5][CH2:6]1. Starting materials: [Br-], CCOC(=O)c1nc(-c2ccccc2)sc1Br, C1CCOC1, [Na+], O=C([O-])O, [Zn+]CCC1OCCO1. Starting materials: CCOCC (Et2O), C(C)N(S(=O)(=O)C1=CC=C(C=C1)OC)C1CCNCC1 (N-ethyl-4-methoxy-N-piperidin-4-yl-benzenesulfonamide), C(C)(C)(C)OC(NCCBr)=O ((2-bromo-ethyl)-carbamic acid tert-butyl ester), CCN(C(C)C)C(C)C (DIPEA). Solvent: C1CCOC1 (THF). Yields the product C(C)(C)(C)OC(NCCN1CCC(CC1)N(S(=O)(=O)C1=CC=C(C=C1)OC)CC)=O ((2-{4-[Ethyl-(4-methoxy-benzenesulfonyl)-amino]-piperidin-1-yl}-ethyl)-carbamic acid tert-butyl ester). As a reaction SMILES: [CH2:1]([N:3]([CH:15]1[CH2:20][CH2:19][NH:18][CH2:17][CH2:16]1)[S:4]([C:7]1[CH:12]=[CH:11][C:10]([O:13][CH3:14])=[CH:9][CH:8]=1)(=[O:6])=[O:5])[CH3:2].[C:21]([O:25][C:26](=[O:31])[NH:27][CH2:28][CH2:29]Br)([CH3:24])([CH3:23])[CH3:22].CCN(C(C)C)C(C)C.CCOCC>C1COCC1>[C:21]([O:25][C:26](=[O:31])[NH:27][CH2:28][CH2:29][N:18]1[CH2:19][CH2:20][CH:15]([N:3]([CH2:1][CH3:2])[S:4]([C:7]2[CH:8]=[CH:9][C:10]([O:13][CH3:14])=[CH:11][CH:12]=2)(=[O:5])=[O:6])[CH2:16][CH2:17]1)([CH3:24])([CH3:23])[CH3:22]. Procedure: A mixture of N-ethyl-4-methoxy-N-piperidin-4-yl-benzenesulfonamide (Example A4., 1.19 g, 4 mmol), (2-bromo-ethyl)-carbamic acid tert-butyl ester (1.12 g, 5.0 mmol) and DIPEA (650 mg, 5 mmol) in THF (30 mL) is heated at reflux for 15 h. The solution is poured into Et2O (150 mL) and extracted with sat. aq. Na2CO3 (2×50 mL) and sat. aq. NaCl (30 mL), dried (Na2SO4), filtered and evaporated. The residue is purified by reversed phase MPLC to provide the title compound. Starting materials: COC(=O)Cc1cc(-c2ccccc2)ccc1OCc1ccc(OCc2nc(-c3ccccc3)oc2C)cc1, CO, Cl, [Na+], C1CCOC1, [OH-], O. The product is Cc1oc(-c2ccccc2)nc1COc1ccc(COc2ccc(-c3ccccc3)cc2CC(=O)O)cc1. RXN SMILES: [CH3:1][c:2]1[c:3]([CH2:13][O:14][c:15]2[cH:16][cH:17][c:18]([CH2:19][O:20][c:21]3[c:22]([CH2:33][C:34](=[O:35])[O:36][CH3:37])[cH:23][c:24](-[c:27]4[cH:28][cH:29][cH:30][cH:31][cH:32]4)[cH:25][cH:26]3)[cH:38][cH:39]2)[n:4][c:5](-[c:7]2[cH:8][cH:9][cH:10][cH:11][cH:12]2)[o:6]1.[CH3:49][OH:50].[ClH:47].[Na+:46].[O:40]1[CH2:41][CH2:42][CH2:43][CH2:44]1.[OH-:45].[OH2:48]>>[CH3:1][c:2]1[c:3]([CH2:13][O:14][c:15]2[cH:16][cH:17][c:18]([CH2:19][O:20][c:21]3[c:22]([CH2:33][C:34](=[O:35])[OH:36])[cH:23][c:24](-[c:27]4[cH:28][cH:29][cH:30][cH:31][cH:32]4)[cH:25][cH:26]3)[cH:38][cH:39]2)[n:4][c:5](-[c:7]2[cH:8][cH:9][cH:10][cH:11][cH:12]2)[o:6]1. The reactants are FC=1C=C2C(=NNC2=CC1)C=O (5-fluoro-1H-indazole-3-carbaldehyde), CNC(=O)C1=NC=CC(=C1)OC1=CC(=C(C=C1)N)N (4-(3,4-diamino-phenoxy)-pyridine-2-carboxylic acid methylamide). Product: CNC(=O)C1=NC=CC(=C1)OC1=CC2=C(NC(=N2)C2=NNC3=CC=C(C=C23)F)C=C1 (4-[2-(5-Fluoro-1H-indazol-3-yl)-1H-benzoimidazol-5-yloxy]-pyridine-2-carboxylic acid methylamide). Reaction SMILES: [F:1][C:2]1[CH:3]=[C:4]2[C:8](=[CH:9][CH:10]=1)[NH:7][N:6]=[C:5]2[CH:11]=O.[CH3:13][NH:14][C:15]([C:17]1[CH:22]=[C:21]([O:23][C:24]2[CH:29]=[CH:28][C:27]([NH2:30])=[C:26]([NH2:31])[CH:25]=2)[CH:20]=[CH:19][N:18]=1)=[O:16]>>[CH3:13][NH:14][C:15]([C:17]1[CH:22]=[C:21]([O:23][C:24]2[CH:29]=[CH:28][C:27]3[NH:30][C:11]([C:5]4[C:4]5[C:8](=[CH:9][CH:10]=[C:2]([F:1])[CH:3]=5)[NH:7][N:6]=4)=[N:31][C:26]=3[CH:25]=2)[CH:20]=[CH:19][N:18]=1)=[O:16]. Reported procedure: The title compound was synthesized from 5-fluoro-1H-indazole-3-carbaldehyde and 4-(3,4-diamino-phenoxy)-pyridine-2-carboxylic acid methylamide using the method described above in Example 4. LC/MS (m/z) 403.1 (MH+), Rt 2.26 minutes. Starting materials: O(C1=CC=CC=C1)C1=C(C(=O)O)C=CC=C1 (2-Phenoxy-benzoic acid), [H-].[Al+3].[Li+].[H-].[H-].[H-] (Lithium aluminium hydride), O (H2O), Cl (HCl). The product is O(C1=CC=CC=C1)C1=C(C=CC=C1)CO ((2-Phenoxy-phenyl)-methanol). Reaction SMILES: [O:1]([C:8]1[CH:16]=[CH:15][CH:14]=[CH:13][C:9]=1[C:10](O)=[O:11])[C:2]1[CH:7]=[CH:6][CH:5]=[CH:4][CH:3]=1.[H-].[Al+3].[Li+].[H-].[H-].[H-].Cl.O>C1COCC1>[O:1]([C:8]1[CH:16]=[CH:15][CH:14]=[CH:13][C:9]=1[CH2:10][OH:11])[C:2]1[CH:3]=[CH:4][CH:5]=[CH:6][CH:7]=1 |f:1.2.3.4.5.6|. Procedure: Add 2-Phenoxy-benzoic acid (1 g, 4.67 mmol), in several portions, to a suspension of Lithium aluminium hydride (372 mg, 9.33 mmol) in dry THF (20 ml) at room temperature and stir. After 1 h, add aqueous 1M HCl dropwise carefully, then pour into H2O and extract three times with Et2O. Combine the organic phases, dry over Na2SO4 and concentrate at vacuum to yield pure (2-Phenoxy-phenyl)-methanol as courless oil. Add aqueous concentrated HBr (16 ml) to a solution of (2-Phenoxy-phenyl)-methanol (900 ... Run at time 1 hour. Solvent: C1CCOC1 (THF).